Task: describe an organic reaction: reactants, conditions, products, and yield. Dataset: the Open Reaction Database (ORD), a public repository of structured organic reaction records Starting materials: NC=1N=C(SC1C(=O)C1=CC=CC=C1)NC1=CC=C(C=C1)[N+](=O)[O-] ([4-amino-2-(4-nitro-phenylamino)-thiazol-5-yl]-phenyl-methanone). Run in C(C)O (ethanol). Yields the product NC=1N=C(SC1C(=O)C1=CC=CC=C1)NC1=CC=C(C=C1)N ([4-Amino-2-(4-amino-phenylamino)-thiazol-5-yl]-phenyl-methanone), orange powder. Yield: 29.0%. Reaction SMILES: [NH2:1][C:2]1[N:3]=[C:4]([NH:15][C:16]2[CH:21]=[CH:20][C:19]([N+:22]([O-])=O)=[CH:18][CH:17]=2)[S:5][C:6]=1[C:7]([C:9]1[CH:14]=[CH:13][CH:12]=[CH:11][CH:10]=1)=[O:8]>C(O)C>[NH2:1][C:2]1[N:3]=[C:4]([NH:15][C:16]2[CH:17]=[CH:18][C:19]([NH2:22])=[CH:20][CH:21]=2)[S:5][C:6]=1[C:7]([C:9]1[CH:10]=[CH:11][CH:12]=[CH:13][CH:14]=1)=[O:8]. Reported procedure: The title compound was prepared in a manner similar to that described for Example D(1). Catalytic reduction of the title compound from Example A(8) (i.e., [4-amino-2-(4-nitro-phenylamino)-thiazol-5-yl]-phenyl-methanone, 450 mg, 1.32 mmol) gave, after recrystallization from ethanol, 120 mg (29% yield) of orange powder, mp 167-169° C.